Task: describe an organic reaction: reactants, conditions, products, and yield. Dataset: the Open Reaction Database (ORD), a public repository of structured organic reaction records Starting materials: [OH-].[Na+] (sodium hydroxide), CI (methyl iodide), OC1=NC=C(C=C1)[N+](=O)[O-] (2-hydroxy-5-nitropyridine). Reagents/catalysts: CCCC[N+](CCCC)(CCCC)CCCC.[Br-] (Tetra-N-butylammonium bromide). The solvent is O (water), C(Cl)Cl (methylene chloride). Run at time 1 hour. Product: CN1C(C=CC(=C1)[N+](=O)[O-])=O (1-Methyl-5-nitro-1H-pyridin-2-one). RXN SMILES: [OH-].[Na+].[CH3:3]I.[OH:5][C:6]1[CH:11]=[CH:10][C:9]([N+:12]([O-:14])=[O:13])=[CH:8][N:7]=1>CCCC[N+](CCCC)(CCCC)CCCC.[Br-].O.C(Cl)Cl>[CH3:3][N:7]1[CH:8]=[C:9]([N+:12]([O-:14])=[O:13])[CH:10]=[CH:11][C:6]1=[O:5] |f:0.1,4.5|. Reported procedure: Tetra-N-butylammonium bromide (3220 mg, 10.00 mmol), sodium hydroxide (400.0 mg, 10.00 mmol) and methyl iodide (3113 μL, 50.00 mmol) were sequentially added into the two-phase mixture of 2-hydroxy-5-nitropyridine (700.0 mg, 5.000 mmol) in water (25 mL) and methylene chloride (50 mL). The above mixture was stirred at rt for 1 h and then partitioned between CH2Cl2 (50 mL) and water (75 mL). The aqueous layer was extracted with CH2Cl2 (50 mL). The combined organic phases were dried over MgSO4, filt... Starting materials: C[C@]12CC[C@H](C[C@@H]1C[C@H]([C@@H]3[C@@H]2CC[C@]4([C@H]3CCC4=O)C)O)O (3α,5β,7α-3,7-dihydroxyandrostan-17-one), CC(C)([O-])C.[K+] (potassium t-butoxide), O (water). Reagents/catalysts: [Br-].C(C)[P+](C1=CC=CC=C1)(C1=CC=CC=C1)C1=CC=CC=C1 (ethyltriphenylphosphonium bromide). Solvent: O1CCCC1 (tetrahydrofuran), O1CCCC1 (tetrahydrofuran). Conditions: time 72 hour. The product is C\C=C/1\CC[C@H]2[C@@H]3[C@@H](C[C@@H]4C[C@@H](CC[C@]4(C)[C@H]3CC[C@]12C)O)O ((Z)-3α,5β,7α-Pregn-17(20)-ene-3,7-diol). Yield: 82.0%. Reaction SMILES: [CH3:1][C@@:2]12[C@H:11]3[CH2:12][CH2:13][C@:14]4([CH3:20])[C:18](=O)[CH2:17][CH2:16][C@H:15]4[C@@H:10]3[C@H:9](O)C[C@H:7]1[CH2:6][C@H:5]([OH:22])[CH2:4][CH2:3]2.C[C:24]([CH3:27])([O-:26])[CH3:25].[K+].O>O1CCCC1.[Br-].C([P+](C1C=CC=CC=1)(C1C=CC=CC=1)C1C=CC=CC=1)C>[CH3:9]/[CH:10]=[C:15]1/[CH2:16][CH2:17][C@@H:18]2[C@:14]/1([CH3:20])[CH2:13][CH2:12][C@H:11]1[C@H:25]2[C@H:24]([OH:26])[CH2:27][C@H:7]2[C@:2]1([CH3:1])[CH2:3][CH2:4][C@@H:5]([OH:22])[CH2:6]2 |f:1.2,5.6|. Reported procedure: A solution of 1.282 g (ca. 0.0034 mol) of 3α,5β,7α-3,7-dihydroxyandrostan-17-one in 5 ml of tetrahydrofuran was added to a room temperature solution of 113 ml of tetrahydrofuran, 1.875 g (0.0167 mol) of potassium t-butoxide and 6.215 g (0.0167 mol) of ethyltriphenylphosphonium bromide. The mixture was stirred under argon for 72 hr. and then was poured into 750 ml of water containing 250 g of ice. After 30 min., the mixture was collected by suction filtration and washed with water. The dried, cru... Starting materials: C(C1=CC=CC=C1)OC(=O)N1CCN(CC1)C1CCN(CC1)C1=CC(=C(C=C1)[N+](=O)[O-])OC (4-[1-(3-Methoxy-4-nitro-phenyl)-piperidin-4-yl]-piperazine-1-carboxylic acid benzyl ester), C(C)(=O)O (Acetic acid). The reagents and catalysts are [Zn] (Zinc). The solvent is C(C)O (Ethanol). Run at time 3 hour. The product is C(C1=CC=CC=C1)OC(=O)N1CCN(CC1)C1CCN(CC1)C1=CC(=C(C=C1)N)OC (4-[1-(4-Amino-3-methoxy-phenyl)-piperidin-4-yl]-piperazine-1-carboxylic acid benzyl ester). Yield: 83.0%. Reaction SMILES: [CH2:1]([O:8][C:9]([N:11]1[CH2:16][CH2:15][N:14]([CH:17]2[CH2:22][CH2:21][N:20]([C:23]3[CH:28]=[CH:27][C:26]([N+:29]([O-])=O)=[C:25]([O:32][CH3:33])[CH:24]=3)[CH2:19][CH2:18]2)[CH2:13][CH2:12]1)=[O:10])[C:2]1[CH:7]=[CH:6][CH:5]=[CH:4][CH:3]=1.C(O)(=O)C>[Zn].C(O)C>[CH2:1]([O:8][C:9]([N:11]1[CH2:16][CH2:15][N:14]([CH:17]2[CH2:22][CH2:21][N:20]([C:23]3[CH:28]=[CH:27][C:26]([NH2:29])=[C:25]([O:32][CH3:33])[CH:24]=3)[CH2:19][CH2:18]2)[CH2:13][CH2:12]1)=[O:10])[C:2]1[CH:7]=[CH:6][CH:5]=[CH:4][CH:3]=1. Procedure details: A mixture of 4-[1-(3-Methoxy-4-nitro-phenyl)-piperidin-4-yl]-piperazine-1-carboxylic acid benzyl ester (0.20 g, 0.44 mmol), Acetic acid (2 mL, 30 mmol), Ethanol (2 mL) and Zinc (0.20 g, 3.0 mmol) was stirred at room temperature for 3 hours. The reaction was filtered and evaporated. To the residue was added a saturated sodium bicarbonate solution and DCM, separated, dried and evaporated to give 4-[1-(4-Amino-3-methoxy-phenyl)-piperidin-4-yl]-piperazine-1-carboxylic acid benzyl ester as a dark blu... The reactants are CC(C)(C)OC(=O)CCc1ccc(O[Si](c2ccccc2)(c2ccccc2)C(C)(C)C)cc1CO, O=C=NC1CCCCC1, ClCCl, Cl. Product: CC(C)(C)OC(=O)CCc1ccc(O[Si](c2ccccc2)(c2ccccc2)C(C)(C)C)cc1COC(=O)NC1CCCCC1. As a reaction SMILES: [C:1]([CH3:2])([CH3:3])([CH3:4])[O:5][C:6]([CH2:7][CH2:8][c:9]1[c:10]([CH2:33][OH:34])[cH:11][c:12]([O:15][Si:16]([c:17]2[cH:18][cH:19][cH:20][cH:21][cH:22]2)([c:23]2[cH:24][cH:25][cH:26][cH:27][cH:28]2)[C:29]([CH3:30])([CH3:31])[CH3:32])[cH:13][cH:14]1)=[O:35].[CH:36]1([N:42]=[C:43]=[O:44])[CH2:37][CH2:38][CH2:39][CH2:40][CH2:41]1.[Cl:46][CH2:47][Cl:48].[ClH:45]>>[C:1]([CH3:2])([CH3:3])([CH3:4])[O:5][C:6]([CH2:7][CH2:8][c:9]1[c:10]([CH2:33][O:34][C:43]([NH:42][CH:36]2[CH2:37][CH2:38][CH2:39][CH2:40][CH2:41]2)=[O:44])[cH:11][c:12]([O:15][Si:16]([c:17]2[cH:18][cH:19][cH:20][cH:21][cH:22]2)([c:23]2[cH:24][cH:25][cH:26][cH:27][cH:28]2)[C:29]([CH3:30])([CH3:31])[CH3:32])[cH:13][cH:14]1)=[O:35]. Reactants: Br, CC(=O)O, Br[Cu]Br, Nc1ccc(I)cc1F, O=N[O-], [Na+], O, O=S(=O)(O)O. The product is Fc1cc(I)ccc1Br. Reaction SMILES: [BrH:18].[CH3:5][C:6](=[O:7])[OH:8].[Cu:24]([Br:25])[Br:26].[F:9][c:10]1[c:11]([NH2:12])[cH:13][cH:14][c:15]([I:17])[cH:16]1.[N:1]([O-:2])=[O:3].[Na+:4].[OH2:27].[S:19](=[O:20])(=[O:21])([OH:22])[OH:23]>>[F:9][c:10]1[c:11]([Br:18])[cH:13][cH:14][c:15]([I:17])[cH:16]1. Reactants: Cc1ccccc1C(C1CCCCC1=O)N(C)C, [Cl-], Cl[Mg]c1ccccc1, Cl, N, [NH4+], C1CCOC1, O. Yields the product Cc1ccccc1C(C1CCCCC1(O)c1ccccc1)N(C)C. RXN SMILES: [CH3:2][N:3]([CH3:4])[CH:5]([CH:6]1[C:7](=[O:12])[CH2:8][CH2:9][CH2:10][CH2:11]1)[c:13]1[c:14]([CH3:19])[cH:15][cH:16][cH:17][cH:18]1.[Cl-:29].[Cl:21][Mg:22][c:23]1[cH:24][cH:25][cH:26][cH:27][cH:28]1.[ClH:1].[NH3:20].[NH4+:30].[O:31]1[CH2:32][CH2:33][CH2:34][CH2:35]1.[OH2:36]>>[CH3:2][N:3]([CH3:4])[CH:5]([CH:6]1[C:7]([OH:12])([c:23]2[cH:24][cH:25][cH:26][cH:27][cH:28]2)[CH2:8][CH2:9][CH2:10][CH2:11]1)[c:13]1[c:14]([CH3:19])[cH:15][cH:16][cH:17][cH:18]1. Reactants: Cc1cc(C#N)ncc1Br, CC1(C)OC(c2cc(S(=O)(=O)N3CCCCc4ccccc43)c(O)cc2Cl)OC1(C)C, [K+], [K+], O=C([O-])[O-], C1COCCO1, O, c1ccc(P(c2ccccc2)(c2ccccc2)[Pd](P(c2ccccc2)(c2ccccc2)c2ccccc2)(P(c2ccccc2)(c2ccccc2)c2ccccc2)P(c2ccccc2)(c2ccccc2)c2ccccc2)cc1. The product is Cc1cc(C#N)ncc1-c1cc(S(=O)(=O)N2CCCCc3ccccc32)c(O)cc1Cl. Reaction SMILES: [Br:32][c:33]1[c:34]([CH3:41])[cH:35][c:36]([C:39]#[N:40])[n:37][cH:38]1.[Cl:1][c:2]1[c:3]([CH:23]2[O:24][C:25]([CH3:26])([CH3:27])[C:28]([CH3:29])([CH3:30])[O:31]2)[cH:4][c:5]([S:9](=[O:10])(=[O:11])[N:12]2[c:13]3[c:14]([cH:19][cH:20][cH:21][cH:22]3)[CH2:15][CH2:16][CH2:17][CH2:18]2)[c:6]([OH:8])[cH:7]1.[K+:42].[K+:43].[O-:44][C:45]([O-:46])=[O:47].[O:48]1[CH2:49][CH2:50][O:51][CH2:52][CH2:53]1.[OH2:54].[cH:55]1[cH:56][cH:57][c:58]([P:59]([Pd:60]([P:61]([c:62]2[cH:63][cH:64][cH:65][cH:66][cH:67]2)([c:68]2[cH:69][cH:70][cH:71][cH:72][cH:73]2)[c:74]2[cH:75][cH:76][cH:77][cH:78][cH:79]2)([P:80]([c:81]2[cH:82][cH:83][cH:84][cH:85][cH:86]2)([c:87]2[cH:88][cH:89][cH:90][cH:91][cH:92]2)[c:93]2[cH:94][cH:95][cH:96][cH:97][cH:98]2)[P:99]([c:100]2[cH:101][cH:102][cH:103][cH:104][cH:105]2)([c:106]2[cH:107][cH:108][cH:109][cH:110][cH:111]2)[c:112]2[cH:113][cH:114][cH:115][cH:116][cH:117]2)([c:118]2[cH:119][cH:120][cH:121][cH:122][cH:123]2)[c:124]2[cH:125][cH:126][cH:127][cH:128][cH:129]2)[cH:130][cH:131]1>>[Cl:1][c:2]1[c:3](-[c:33]2[c:34]([CH3:41])[cH:35][c:36]([C:39]#[N:40])[n:37][cH:38]2)[cH:4][c:5]([S:9](=[O:10])(=[O:11])[N:12]2[c:13]3[c:14]([cH:19][cH:20][cH:21][cH:22]3)[CH2:15][CH2:16][CH2:17][CH2:18]2)[c:6]([OH:8])[cH:7]1.